Dataset: the Open Reaction Database (ORD), a public repository of structured organic reaction records. Task: describe an organic reaction: reactants, conditions, products, and yield The reactants are c1(sc2c(c1)c(nn2C(C)OCC)Br)C(=O)OCC. The reagents and catalysts are c1ccc(cc1)-c2c3ccccc3cc4ccccc24 (9-Phenylanthracene), [Zn] (Zn). Run in CC(=O)O (AcOH), O (H2O). Run at temperature 50 celsius, time 18 hour. The product is CCOC(=O)c1cc2cn[nH]c2s1. RXN SMILES: CCOC([n:1]1[c:8]([c:4]2[c:3](Br)[n:2]1)[s:7][c:6]([C:9]([O:11][CH2:12][CH3:13])=[O:10])[cH:5]2)C>>[CH3:13][CH2:12][O:11][C:9]([c:6]1[s:7][c:8]([c:4]2[cH:5]1)[nH:1][n:2][cH:3]2)=[O:10].